From a dataset of the Open Reaction Database (ORD), a public repository of structured organic reaction records. describe an organic reaction: reactants, conditions, products, and yield Starting materials: O=[Ag], COc1c(Cl)cc(C=O)c2ccccc12, [Na+], C1COCCO1, [OH-]. The product is COc1c(Cl)cc(C(=O)O)c2ccccc12. As a reaction SMILES: [Ag:24]=[O:25].[Cl:1][c:2]1[cH:3][c:4]([CH:14]=[O:15])[c:5]2[cH:6][cH:7][cH:8][cH:9][c:10]2[c:11]1[O:12][CH3:13].[Na+:17].[O:18]1[CH2:19][CH2:20][O:21][CH2:22][CH2:23]1.[OH-:16]>>[Cl:1][c:2]1[cH:3][c:4]([C:14](=[O:15])[OH:16])[c:5]2[cH:6][cH:7][cH:8][cH:9][c:10]2[c:11]1[O:12][CH3:13].